The task is: describe an organic reaction: reactants, conditions, products, and yield. This data is from the Open Reaction Database (ORD), a public repository of structured organic reaction records. Starting materials: NC1=CC=C(C=N1)C1=CC=C(C=C1)N1C(OC([C@@H]1C1=CC=CC=C1)(C)C)=O ((S)-3-(4-(6-aminopyridin-3-yl)phenyl)-5,5-dimethyl-4-phenyloxazolidin-2-one), C1CC(=O)N(C1=O)Br (NBS). Solvent: C(Cl)Cl (DCM). Reaction conditions: time 1 hour. The product is NC1=C(C=C(C=N1)C1=CC=C(C=C1)N1C(OC([C@@H]1C1=CC=CC=C1)(C)C)=O)Br ((S)-3-(4-(6-Amino-5-bromopyridin-3-yl)phenyl)-5,5-dimethyl-4-phenyloxazolidin-2-one). RXN SMILES: [NH2:1][C:2]1[N:7]=[CH:6][C:5]([C:8]2[CH:13]=[CH:12][C:11]([N:14]3[C@@H:18]([C:19]4[CH:24]=[CH:23][CH:22]=[CH:21][CH:20]=4)[C:17]([CH3:26])([CH3:25])[O:16][C:15]3=[O:27])=[CH:10][CH:9]=2)=[CH:4][CH:3]=1.C1C(=O)N([Br:35])C(=O)C1>C(Cl)Cl>[NH2:1][C:2]1[N:7]=[CH:6][C:5]([C:8]2[CH:9]=[CH:10][C:11]([N:14]3[C@@H:18]([C:19]4[CH:24]=[CH:23][CH:22]=[CH:21][CH:20]=4)[C:17]([CH3:25])([CH3:26])[O:16][C:15]3=[O:27])=[CH:12][CH:13]=2)=[CH:4][C:3]=1[Br:35]. Procedure: To a solution of (S)-3-(4-(6-aminopyridin-3-yl)phenyl)-5,5-dimethyl-4-phenyloxazolidin-2-one (1 g, 2.78 mmol) in DCM (13.91 mL) at 0° C., was added NBS (0.545 g, 3.06 mmol). The reaction mixture was then stirred for 1 hour at the same temperature. LC-MS indicated clean and complete conversion to desired product. The solution was concentrated and water was added. The solid was filtered and washed with water three times. The solid was then air-dried affording (S)-3-(4-(6-amino-5-bromopyridin-3-yl)... Starting materials: [Al+3], C[NH-], C=CCC(C(=O)O)c1ccc(Cl)c(Cl)c1, ClCCl, [H-], [H-], [H-], [H-], [Li+], C1CCOC1, O=S(=O)(O)O. Product: C=CCC(CNC)c1ccc(Cl)c(Cl)c1. As a reaction SMILES: [Al+3:2].[CH3:27][NH-:28].[Cl:12][c:13]1[cH:14][c:15]([CH:20]([C:21]([OH:22])=[O:23])[CH2:24][CH:25]=[CH2:26])[cH:16][cH:17][c:18]1[Cl:19].[Cl:34][CH2:35][Cl:36].[H-:1].[H-:4].[H-:5].[H-:6].[Li+:3].[O:29]1[CH2:30][CH2:31][CH2:32][CH2:33]1.[S:7](=[O:8])(=[O:9])([OH:10])[OH:11]>>[Cl:12][c:13]1[cH:14][c:15]([CH:20]([CH2:21][NH:28][CH3:27])[CH2:24][CH:25]=[CH2:26])[cH:16][cH:17][c:18]1[Cl:19].